Dataset: the Open Reaction Database (ORD), a public repository of structured organic reaction records. Task: describe an organic reaction: reactants, conditions, products, and yield Reactants: O=C([O-])[O-], CN(C)C=O, CCOC(C)=O, N#Cc1cc(CCl)ccc1C1CCCCC1, [Cs+], [Cs+], CC(C)(C)OC(=O)CC1CCn2c1cc1cc(O)ccc12. Product: CC(C)(C)OC(=O)CC1CCn2c1cc1cc(OCc3ccc(C4CCCCC4)c(C#N)c3)ccc12. As a reaction SMILES: [C:38](=[O:39])([O-:40])[O-:41].[CH3:44][N:45]([CH3:46])[CH:47]=[O:48].[CH3:49][CH2:50][O:51][C:52](=[O:53])[CH3:54].[Cl:22][CH2:23][c:24]1[cH:25][cH:26][c:27]([CH:32]2[CH2:33][CH2:34][CH2:35][CH2:36][CH2:37]2)[c:28]([C:29]#[N:30])[cH:31]1.[Cs+:42].[Cs+:43].[OH:1][c:2]1[cH:3][c:4]2[cH:5][c:6]3[n:7]([c:8]2[cH:9][cH:10]1)[CH2:11][CH2:12][CH:13]3[CH2:14][C:15](=[O:16])[O:17][C:18]([CH3:19])([CH3:20])[CH3:21]>>[O:1]([c:2]1[cH:3][c:4]2[cH:5][c:6]3[n:7]([c:8]2[cH:9][cH:10]1)[CH2:11][CH2:12][CH:13]3[CH2:14][C:15](=[O:16])[O:17][C:18]([CH3:19])([CH3:20])[CH3:21])[CH2:23][c:24]1[cH:25][cH:26][c:27]([CH:32]2[CH2:33][CH2:34][CH2:35][CH2:36][CH2:37]2)[c:28]([C:29]#[N:30])[cH:31]1. Reactants: COC(CCNC(C1=CC=C(C=C1)C(CC(C)C)SC1=CC(=C(C(=C1)C)Br)C)=O)=O (3-{4-[1-(4-bromo-3,5-dimethyl-phenylsulfanyl)-3-methyl-butyl]-benzoylamino}-propionic acid methyl ester), C(C)(C)(C)C1=CC=C(C=C1)B(O)O (4-tert-butyl phenyl boronic acid). Product: C(C)(C)(C)C1=CC=C(C=C1)C1=C(C=C(C=C1C)SC(CC(C)C)C1=CC=C(C(=O)NCCC(=O)O)C=C1)C (3-{4-[1-(4′-tert-butyl-2,6-dimethyl-biphenyl-4-ylsulfanyl)-3-methyl-butyl]-benzoylamino}-propionic acid). Reaction SMILES: C[O:2][C:3](=[O:30])[CH2:4][CH2:5][NH:6][C:7](=[O:29])[C:8]1[CH:13]=[CH:12][C:11]([CH:14]([S:19][C:20]2[CH:25]=[C:24]([CH3:26])[C:23](Br)=[C:22]([CH3:28])[CH:21]=2)[CH2:15][CH:16]([CH3:18])[CH3:17])=[CH:10][CH:9]=1.[C:31]([C:35]1[CH:40]=[CH:39][C:38](B(O)O)=[CH:37][CH:36]=1)([CH3:34])([CH3:33])[CH3:32]>>[C:31]([C:35]1[CH:40]=[CH:39][C:38]([C:23]2[C:24]([CH3:26])=[CH:25][C:20]([S:19][CH:14]([C:11]3[CH:10]=[CH:9][C:8]([C:7]([NH:6][CH2:5][CH2:4][C:3]([OH:2])=[O:30])=[O:29])=[CH:13][CH:12]=3)[CH2:15][CH:16]([CH3:17])[CH3:18])=[CH:21][C:22]=2[CH3:28])=[CH:37][CH:36]=1)([CH3:34])([CH3:33])[CH3:32]. Procedure details: The title compound is prepared in a manner substantially similar to Example 367 starting from 3-{4-[1-(4-bromo-3,5-dimethyl-phenylsulfanyl)-3-methyl-butyl]-benzoylamino}-propionic acid methyl ester and 4-tert-butyl phenyl boronic acid. Isomer 1 MS: 530.2 [M−H]−; Isomer 2 MS: 530.2 [M−H]−.